This data is from the Open Reaction Database (ORD), a public repository of structured organic reaction records. The task is: describe an organic reaction: reactants, conditions, products, and yield Reactants: C(C1=CC=CC=C1)(=O)NC(=S)NC1=C(C(=O)NC)C=CC=C1 (2-[[(benzoylamino)thioxomethyl]amino]-N-methylbenzamide), N (ammonia), OO (hydrogen peroxide). Run in CO (methanol). Reaction conditions: time 8 hour. Product: CN1C(=NC2=CC=CC=C2C1=O)NC(C1=CC=CC=C1)=O (N-(3,4-Dihydro-3-methyl-4-oxo-2-quinazolinyl)benzamide). Yield: 21.5%. As a reaction SMILES: [C:1]([NH:9][C:10]([NH:12][C:13]1[CH:22]=[CH:21][CH:20]=[CH:19][C:14]=1[C:15]([NH:17][CH3:18])=[O:16])=S)(=[O:8])[C:2]1[CH:7]=[CH:6][CH:5]=[CH:4][CH:3]=1.N.OO>CO>[CH3:18][N:17]1[C:15](=[O:16])[C:14]2[C:13](=[CH:22][CH:21]=[CH:20][CH:19]=2)[N:12]=[C:10]1[NH:9][C:1](=[O:8])[C:2]1[CH:7]=[CH:6][CH:5]=[CH:4][CH:3]=1. Procedure details: To a stirred mixture of 9.4 g of the above benzamide, 100 ml of methanolic ammonia and 100 ml of methanol was added dropwise, in increments, 25 ml of 30% hydrogen peroxide. After stirring overnight, the solid was collected, partially dissolved in 500 ml of hot acetonitrile and filtered. The filtrate was chilled, the solid collected and recrystallized from 200 ml of acetonitrile, giving 1.8 g of the desired product as white crystals, mp 185°-187° C. The reactants are CSc1ccc(C(C#N)C(=O)c2ccc(C)nc2)cc1, CC(=O)O, Cl, N. Yields the product CSc1ccc(CC(=O)c2ccc(C)nc2)cc1. Reaction SMILES: [CH3:1][S:2][c:3]1[cH:4][cH:5][c:6]([CH:9]([C:10](=[O:11])[c:12]2[cH:13][n:14][c:15]([CH3:18])[cH:16][cH:17]2)[C:19]#[N:20])[cH:7][cH:8]1.[CH3:23][C:24](=[O:25])[OH:26].[ClH:21].[NH3:22]>>[CH3:1][S:2][c:3]1[cH:4][cH:5][c:6]([CH2:9][C:10](=[O:11])[c:12]2[cH:13][n:14][c:15]([CH3:18])[cH:16][cH:17]2)[cH:7][cH:8]1.